describe an organic reaction: reactants, conditions, products, and yield From a dataset of the Open Reaction Database (ORD), a public repository of structured organic reaction records. Starting materials: O=C(Cl)c1ccccc1[N+](=O)[O-], Nc1nnn[nH]1, C1CCOC1, O, O. Product: O=C(Nc1nnn[nH]1)c1ccccc1[N+](=O)[O-]. As a reaction SMILES: [N+:8](=[O:9])([O-:10])[c:11]1[c:12]([C:13](=[O:14])[Cl:15])[cH:16][cH:17][cH:18][cH:19]1.[NH2:2][c:3]1[n:4][n:5][n:6][nH:7]1.[O:20]1[CH2:21][CH2:22][CH2:23][CH2:24]1.[OH2:1].[OH2:25]>>[NH:2]([c:3]1[n:4][n:5][n:6][nH:7]1)[C:13]([c:12]1[c:11]([N+:8](=[O:9])[O-:10])[cH:19][cH:18][cH:17][cH:16]1)=[O:14]. Reactants: CN(C1CCC(C(=O)O)CC1)S(=O)(=O)c1ccc(C(F)(F)F)cc1, CNCCN(C)C, O=C(Cl)C(=O)Cl, ClCCl, CN(C)C=O. Product: CN(C)CCN(C)C(=O)C1CCC(N(C)S(=O)(=O)c2ccc(C(F)(F)F)cc2)CC1. As a reaction SMILES: [CH3:1][N:2]([CH:3]1[CH2:4][CH2:5][CH:6]([C:9](=[O:10])[OH:11])[CH2:7][CH2:8]1)[S:12](=[O:13])(=[O:14])[c:15]1[cH:16][cH:17][c:18]([C:21]([F:22])([F:23])[F:24])[cH:19][cH:20]1.[CH3:36][N:37]([CH2:38][CH2:39][NH:40][CH3:41])[CH3:42].[Cl:30][C:31]([C:32]([Cl:33])=[O:34])=[O:35].[Cl:43][CH2:44][Cl:45].[O:25]=[CH:26][N:27]([CH3:28])[CH3:29]>>[CH3:1][N:2]([CH:3]1[CH2:4][CH2:5][CH:6]([C:9](=[O:11])[N:40]([CH2:39][CH2:38][N:37]([CH3:36])[CH3:42])[CH3:41])[CH2:7][CH2:8]1)[S:12](=[O:13])(=[O:14])[c:15]1[cH:16][cH:17][c:18]([C:21]([F:22])([F:23])[F:24])[cH:19][cH:20]1. Starting materials: CCI, CCO, [Cl-], CCOC(=O)Cc1ccc(C(=O)c2ccc(Cl)cc2)n1C, CCOC(=O)C(CC)c1ccc(C(=O)c2ccc(Cl)cc2)n1C, Cl, N, [NH4+], [Na+], [OH-]. Yields the product CCC(C(=O)O)c1ccc(C(=O)c2ccc(Cl)cc2)n1C. RXN SMILES: [CH2:23]([I:24])[CH3:25].[CH3:54][CH2:55][OH:56].[Cl-:26].[Cl:1][c:2]1[cH:3][cH:4][c:5]([C:6]([c:7]2[n:8]([CH3:9])[c:10]([CH2:11][C:12]([O:13][CH2:14][CH3:15])=[O:16])[cH:17][cH:18]2)=[O:19])[cH:20][cH:21]1.[Cl:29][c:30]1[cH:31][cH:32][c:33]([C:34](=[O:35])[c:36]2[cH:37][cH:38][c:39]([CH:42]([C:43](=[O:44])[O:45][CH2:46][CH3:47])[CH2:48][CH3:49])[n:40]2[CH3:41])[cH:50][cH:51]1.[ClH:28].[NH3:22].[NH4+:27].[Na+:53].[OH-:52]>>[Cl:29][c:30]1[cH:31][cH:32][c:33]([C:34](=[O:35])[c:36]2[cH:37][cH:38][c:39]([CH:42]([C:43](=[O:44])[OH:45])[CH2:48][CH3:49])[n:40]2[CH3:41])[cH:50][cH:51]1. The reactants are ClC=1C=C(C=CC1O)C=1C=C2C=CC(=CC2=CC1)O (6-(3-chloro-4-hydroxyphenyl)-2-naphthol), C1CC(=O)N(C1=O)Cl (NCS). The solvent is C1CCOC1 (THF). The product is ClC1=C(C=CC2=CC(=CC=C12)C1=CC(=C(C=C1)O)Cl)O (1-Chloro-6-(3-chloro-4-hydroxyphenyl)-2-naphthol), yellowish solid. Yield: 68.0%. As a reaction SMILES: [Cl:1][C:2]1[CH:3]=[C:4]([C:9]2[CH:10]=[C:11]3[C:16](=[CH:17][CH:18]=2)[CH:15]=[C:14]([OH:19])[CH:13]=[CH:12]3)[CH:5]=[CH:6][C:7]=1[OH:8].C1C(=O)N([Cl:27])C(=O)C1>C1COCC1>[Cl:27][C:15]1[C:16]2[C:11](=[CH:10][C:9]([C:4]3[CH:5]=[CH:6][C:7]([OH:8])=[C:2]([Cl:1])[CH:3]=3)=[CH:18][CH:17]=2)[CH:12]=[CH:13][C:14]=1[OH:19]. Procedure details: The title compound was prepared by reacting 6-(3-chloro-4-hydroxyphenyl)-2-naphthol (500 mg, 1.85 mmol) and NCS (346 mg, 2.59 mmol) in THF (37 mL) according to method A to yield 380 mg (68%) of yellowish solid: mp 174-175° C.; 1H NMR (DMDO-d6): δ 7.09 (1H, d, 8.47 Hz), 7.31 (1H, d, J=8.89 Hz), 7.60 (1H, dd, J=8.20 Hz, J=2.26 Hz), 7.78 (1H, d, J=2.22 Hz), 7.84 (1H, d, J=8.99 Hz), 7.88 (1H, dd, J=9.00 Hz, J=1.80 Hz), 8.05 (1H, d, J=8.86 Hz), 8.14 (1H, d, J=1.60 Hz), 10.37 (1H, s), 10.49 (1H, s);MS... Starting materials: C(=O)[O-].[NH4+] (ammonium formate), C(C)(=O)N1CCC(=CC1)C1=NC=CC2=C1C=CO2 (4-(1-Acetyl-1,2,3,6-tetrahydropyridin-4-yl)furo[3,2-c]pyridine), C(=O)[O-].[NH4+] (ammonium formate). Reagents/catalysts: [Pd] (Pd/C), [Pd] (Pd/C). The solvent is CO (methanol). Product: C(C)(=O)N1CCC(CC1)C1=NC=CC2=C1C=CO2 (4-(1-Acetylpiperidin-4-yl)furo[3,2-c]pyridine). Reaction SMILES: [C:1]([N:4]1[CH2:9][CH:8]=[C:7]([C:10]2[C:15]3[CH:16]=[CH:17][O:18][C:14]=3[CH:13]=[CH:12][N:11]=2)[CH2:6][CH2:5]1)(=[O:3])[CH3:2].C([O-])=O.[NH4+]>CO.[Pd]>[C:1]([N:4]1[CH2:9][CH2:8][CH:7]([C:10]2[C:15]3[CH:16]=[CH:17][O:18][C:14]=3[CH:13]=[CH:12][N:11]=2)[CH2:6][CH2:5]1)(=[O:3])[CH3:2] |f:1.2|. Procedure details: 0.7 g of Pd/C (10%) is added to a solution of 3.4 g of the product obtained in Step C and 4.4 g of ammonium formate in 150 ml of anhydrous methanol under a stream of argon. After refluxing for 45 minutes, the reaction mixture is cooled, 4.4 g of ammonium formate and 0.2 g of Pd/C (10%) are added, and the reaction mixture is then heated at reflux for 30 minutes. After returning to ambient temperature, filtration over Celite and concentration under reduced pressure, the residue is taken up in wate... Starting materials: NC=1C=CC=C2C=CC=NC12 (8-aminoquinoline), [N+](=O)([O-])C1=C(C=CC(=C1)C(F)(F)F)S(=O)(=O)Cl (2-nitro-4-(trifluoromethyl)benzene-1-sulfonyl chloride). Yields the product [N+](=O)([O-])C1=C(C=CC(=C1)C(F)(F)F)S(=O)(=O)NC=1C=CC=C2C=CC=NC12 (2-Nitro-N-quinolin-8-yl-4-trifluoromethyl-benzenesulfonamide). The yield is 102.4%. Reaction SMILES: [NH2:1][C:2]1[CH:3]=[CH:4][CH:5]=[C:6]2[C:11]=1[N:10]=[CH:9][CH:8]=[CH:7]2.[N+:12]([C:15]1[CH:20]=[C:19]([C:21]([F:24])([F:23])[F:22])[CH:18]=[CH:17][C:16]=1[S:25](Cl)(=[O:27])=[O:26])([O-:14])=[O:13]>>[N+:12]([C:15]1[CH:20]=[C:19]([C:21]([F:22])([F:23])[F:24])[CH:18]=[CH:17][C:16]=1[S:25]([NH:1][C:2]1[CH:3]=[CH:4][CH:5]=[C:6]2[C:11]=1[N:10]=[CH:9][CH:8]=[CH:7]2)(=[O:27])=[O:26])([O-:14])=[O:13]. Procedure details: In a similar fashion using route 14 general procedure 26, 8-aminoquinoline (500 mg, 3 mmol) and 2-nitro-4-(trifluoromethyl)benzene-1-sulfonyl chloride (990 mg, 3 mmol) gave the title compound (1.22 g, 99%). Reactants: C(Cl)Cl (DCM), C([O-])(O)=O.[Na+] (sodium bicarbonate), ClC(CC(OC(C)C=1C=NC(=CC1)C1=NC(=NO1)C1=NC(=NC(=N1)N)N(C1=CC=CC=C1)C)=N)(Cl)Cl (1-[6-(3-{4-Amino-6-[methyl(phenyl)amino]-1,3,5-triazin-2-yl}-1,2,4-oxadiazol-5-yl)pyridin-3-yl]ethyl 2,2,2-trichloroethanecarboximidate), ClC(CC(OC(C)C=1C=NC(=CC1)C1=NC(=NO1)C1=NC(=NC(=N1)N)N(C1=CC=CC=C1)C)=N)(Cl)Cl (1-[6-(3-{4-Amino-6-[methyl(phenyl)amino]-1,3,5-triazin-2-yl}-1,2,4-oxadiazol-5-yl)pyridin-3-yl]ethyl 2,2,2-trichloroethanecarboximidate), FC(CO)(F)F (2,2,2-Trifluoroethanol). Run in ClCCCl (DCE). Reaction conditions: time 7 hour. Yields the product CN(C1=NC(=NC(=N1)N)C1=NOC(=N1)C1=NC=C(C=C1)C(C)OCC(F)(F)F)C1=CC=CC=C1 (2-N-Methyl-2-N-phenyl-6-(5-{5-[1-(2,2,2-trifluoroethoxy)ethyl]pyridin-2-yl}-1,2,4-oxadiazol-3-yl)-1,3,5-triazine-2,4-diamine). Yield: 5.0%. Reaction SMILES: ClC(Cl)(Cl)CC(=N)O[CH:6]([C:8]1[CH:9]=[N:10][C:11]([C:14]2[O:18][N:17]=[C:16]([C:19]3[N:24]=[C:23]([NH2:25])[N:22]=[C:21]([N:26]([CH3:33])[C:27]4[CH:32]=[CH:31][CH:30]=[CH:29][CH:28]=4)[N:20]=3)[N:15]=2)=[CH:12][CH:13]=1)[CH3:7].[F:37][C:38]([F:42])([F:41])[CH2:39][OH:40].C(Cl)Cl.C(=O)(O)[O-].[Na+]>ClCCCl>[CH3:33][N:26]([C:27]1[CH:32]=[CH:31][CH:30]=[CH:29][CH:28]=1)[C:21]1[N:22]=[C:23]([NH2:25])[N:24]=[C:19]([C:16]2[N:15]=[C:14]([C:11]3[CH:12]=[CH:13][C:8]([CH:6]([O:40][CH2:39][C:38]([F:42])([F:41])[F:37])[CH3:7])=[CH:9][N:10]=3)[O:18][N:17]=2)[N:20]=1 |f:3.4|. Procedure: 1-[6-(3-{4-Amino-6-[methyl(phenyl)amino]-1,3,5-triazin-2-yl}-1,2,4-oxadiazol-5-yl)pyridin-3-yl]ethyl 2,2,2-trichloroethanecarboximidate (Intermediate 139, 0.497 g, 0.93 mmol) was suspended in DCE (8 mL). 2,2,2-Trifluoroethanol (0.669 mL, 9.29 mmol) and tetrafluoroboric acid diethyl ether complex (0.025 mL, 0.19 mmol) were added and the mixture was stirred at room temperature for 7 h. LCMS showed incomplete conversion, so further tetrafluoroboric acid diethyl ether complex (0.125 mL, 0.93 mmol) w...